Dataset: the Open Reaction Database (ORD), a public repository of structured organic reaction records. Task: describe an organic reaction: reactants, conditions, products, and yield Solvent: O1CCCC1 (tetrahydrofuran), O1CCCC1 (tetrahydrofuran), C1(=CC=CC=C1)C (toluene), O1CCCC1 (tetrahydrofuran). RXN SMILES: [CH:1]1(Br)[CH2:6][CH2:5][CH2:4][CH2:3][CH2:2]1.[Mg].[CH2:9]([O:16][CH2:17][C@@H:18]1[CH2:20][O:19]1)[C:10]1[CH:15]=[CH:14][CH:13]=[CH:12][CH:11]=1.[Cl-].[NH4+].N>O1CCCC1.C1(C)C=CC=CC=1>[CH:1]1([CH2:20][C@H:18]([OH:19])[CH2:17][O:16][CH2:9][C:10]2[CH:15]=[CH:14][CH:13]=[CH:12][CH:11]=2)[CH2:6][CH2:5][CH2:4][CH2:3][CH2:2]1 |f:3.4|. Conditions: time 10 minute. Procedure details: A solution of a Grignard reagent, prepared from 9.79 g (60.0 mmol) of cyclohexyl bromide and 1.46 g (60.0 mmol) of magnesium, in 85 ml of tetrahydrofuran was added dropwise over a period of 10 minutes to a suspension of 1.90 g (9.98 mmol) of cuprous iodide in 50 ml of tetrahydrofuran at -75° C. The mixture was allowed to stand for 10 minutes, and then a solution of 8.21 g (50.0 mmol) of (S)-benzyloxymethyloxirane, [α]D =+4.82° (c=1, toluene), in 20 ml of tetrahydrofuran was added dropwise over a... Starting materials: [Cl-].[NH4+] (ammonium chloride), Grignard reagent, C1(CCCCC1)Br (cyclohexyl bromide), [Mg] (magnesium), N (ammonia), C(C1=CC=CC=C1)OC[C@H]1OC1 ((S)-benzyloxymethyloxirane), cuprous iodide. The product is C1(CCCCC1)C[C@@H](COCC1=CC=CC=C1)O ((S)-2-Cyclohexyl-1-(benzyloxymethyl)ethyl alcohol). Yield: 80.5%.